describe an organic reaction: reactants, conditions, products, and yield From a dataset of the Open Reaction Database (ORD), a public repository of structured organic reaction records. Starting materials: [N-](C#N)C#N.[Na+] (sodium dicyanamide), ClC=1C=C(N)C=C(C1)Cl (3,5-dichloroaniline). The solvent is Cl (HCl), O (H2O). Product: C(#N)NC(=N)NC1=CC(=CC(=C1)Cl)Cl (1-cyano-3-(3,5-dichlorophenyl)guanidine). Isolated yield 76.4%. RXN SMILES: [N-:1]([C:4]#[N:5])[C:2]#[N:3].[Na+].[Cl:7][C:8]1[CH:9]=[C:10]([CH:12]=[C:13]([Cl:15])[CH:14]=1)[NH2:11]>Cl.O>[C:2]([NH:1][C:4]([NH:11][C:10]1[CH:9]=[C:8]([Cl:7])[CH:14]=[C:13]([Cl:15])[CH:12]=1)=[NH:5])#[N:3] |f:0.1|. Procedure: To a solution of 4.45 g (0.05 mol) of sodium dicyanamide in 50 ml of 1N HCl is added 8.1 g (0.05 mol) of 3,5-dichloroaniline in 50 ml of H2O. The mixture is heated to about 80° C. to 100° C. for two hours. The mixture is then cooled, and the precipitated solids are recovered by filtration, washed and dried to give 8.75 g of the desired product having a melting point of 196° C.-198° C.